From a dataset of the Open Reaction Database (ORD), a public repository of structured organic reaction records. describe an organic reaction: reactants, conditions, products, and yield The reactants are CCC=CCO, Clc1nsnc1-c1cccnc1, [H-], [Na+], C1CCOC1, O. Product: CCC=CCOc1nsnc1-c1cccnc1. RXN SMILES: [CH2:1]([CH:2]=[CH:3][CH2:4][CH3:5])[OH:6].[Cl:9][c:10]1[c:11](-[c:15]2[cH:16][n:17][cH:18][cH:19][cH:20]2)[n:12][s:13][n:14]1.[H-:7].[Na+:8].[O:22]1[CH2:23][CH2:24][CH2:25][CH2:26]1.[OH2:21]>>[CH2:1]([CH:2]=[CH:3][CH2:4][CH3:5])[O:6][c:10]1[c:11](-[c:15]2[cH:16][n:17][cH:18][cH:19][cH:20]2)[n:12][s:13][n:14]1.